From a dataset of the Open Reaction Database (ORD), a public repository of structured organic reaction records. describe an organic reaction: reactants, conditions, products, and yield Reactants: CCOC(=O)C(O[SiH](C)C)C(C)(C)C, ClCCl, CO, CC(C)[Al+]C(C)C, [H-], [Na+], [Na+], O=S(=O)([O-])[O-]. Product: C[SiH](C)OC(C=O)C(C)(C)C. As a reaction SMILES: [C:1]([CH3:2])([CH3:3])([CH3:4])[CH:5]([C:6](=[O:7])[O:8][CH2:9][CH3:10])[O:11][SiH:12]([CH3:13])[CH3:14].[CH2:32]([Cl:33])[Cl:34].[CH3:23][OH:24].[CH:16]([Al+:17][CH:18]([CH3:19])[CH3:20])([CH3:21])[CH3:22].[H-:15].[Na+:25].[Na+:26].[O-:27][S:28](=[O:29])(=[O:30])[O-:31]>>[C:1]([CH3:2])([CH3:3])([CH3:4])[CH:5]([CH:6]=[O:7])[O:11][SiH:12]([CH3:13])[CH3:14]. The reactants are CC(=O)OCCBr, [K+], [K+], O=C([O-])[O-], CN(C)C=O, O, O=c1c2ccccc2c2nc3ccc(O)cn3c2n1-c1ccc([N+](=O)[O-])cc1. RXN SMILES: [C:29]([CH3:30])(=[O:31])[O:32][CH2:33][CH2:34][Br:35].[K+:36].[K+:37].[O-:38][C:39]([O-:40])=[O:41].[O:43]=[CH:44][N:45]([CH3:46])[CH3:47].[OH2:42].[OH:1][c:2]1[cH:3][cH:4][c:5]2[n:6][c:7]3[c:8]([n:9](-[c:18]4[cH:19][cH:20][c:21]([N+:24](=[O:25])[O-:26])[cH:22][cH:23]4)[c:10](=[O:17])[c:11]4[cH:12][cH:13][cH:14][cH:15][c:16]34)[n:27]2[cH:28]1>>[O:1]([c:2]1[cH:3][cH:4][c:5]2[n:6][c:7]3[c:8]([n:9](-[c:18]4[cH:19][cH:20][c:21]([N+:24](=[O:25])[O-:26])[cH:22][cH:23]4)[c:10](=[O:17])[c:11]4[cH:12][cH:13][cH:14][cH:15][c:16]34)[n:27]2[cH:28]1)[CH2:34][CH2:33][O:32][C:29]([CH3:30])=[O:31]. The product is CC(=O)OCCOc1ccc2nc3c4ccccc4c(=O)n(-c4ccc([N+](=O)[O-])cc4)c3n2c1.